From a dataset of the Open Reaction Database (ORD), a public repository of structured organic reaction records. describe an organic reaction: reactants, conditions, products, and yield Reactants: NC1=NC(=CC=C1O)C (2-amino-3-hydroxy-6-methylpyridine), ClCCl (dichloromethane), [OH-].[Na+] (sodium hydroxide), ClC1=C(CCl)C(=CC=C1)F (2-chloro-6-fluorobenzyl chloride). Reagents/catalysts: CCCCCCCC[N+](C)(CCCCCCCC)CCCCCCCC.[Cl-] (Adogen 464). Run in O (water). Reaction conditions: time 5 minute. Product: NC1=NC(=CC=C1OCC1=C(C=CC=C1F)Cl)C (2-Amino- 3-(2-chloro-6-fluorobenzyloxy)-6-methylpyridine). As a reaction SMILES: [NH2:1][C:2]1[C:7]([OH:8])=[CH:6][CH:5]=[C:4]([CH3:9])[N:3]=1.ClCCl.[OH-].[Na+].[Cl:15][C:16]1[CH:23]=[CH:22][CH:21]=[C:20]([F:24])[C:17]=1[CH2:18]Cl>CCCCCCCC[N+](CCCCCCCC)(CCCCCCCC)C.[Cl-].O>[NH2:1][C:2]1[C:7]([O:8][CH2:18][C:17]2[C:20]([F:24])=[CH:21][CH:22]=[CH:23][C:16]=2[Cl:15])=[CH:6][CH:5]=[C:4]([CH3:9])[N:3]=1 |f:2.3,5.6|. Reported procedure: A mixture of 2-amino-3-hydroxy-6-methylpyridine (4.3 g, 0.035 mol), dichloromethane (26 ml) and 40% aqueous sodium hydroxide solution (26 ml) was stirred for five minutes at room temperature, then 2-chloro-6-fluorobenzyl chloride (6.8 g, 0.038 mol) and Adogen 464 (2.5 ml) were added and stirring continued for 16 hours. The mixture was diluted with water and extracted with dichloromethane. Drying and evaporation of the organic extracts and trituration with ethanol gave the desired product. Yield ... Product: CS(=O)Cc1cccc2c(C(CCC#N)c3ccc(Cl)cc3F)c[nH]c12. Reactants: CO, CSCc1cccc2c(C(CCC#N)c3ccc(Cl)cc3F)c[nH]c12, ClCCl, O=C(OO)c1cccc(Cl)c1. Reaction SMILES: [CH3:40][OH:41].[Cl:1][c:2]1[cH:3][c:4]([F:25])[c:5]([CH:8]([CH2:9][CH2:10][C:11]#[N:12])[c:13]2[cH:14][nH:15][c:16]3[c:17]([CH2:22][S:23][CH3:24])[cH:18][cH:19][cH:20][c:21]23)[cH:6][cH:7]1.[Cl:26][CH2:27][Cl:28].[OH:29][O:30][C:31]([c:32]1[cH:33][c:34]([Cl:35])[cH:36][cH:37][cH:38]1)=[O:39]>>[Cl:1][c:2]1[cH:3][c:4]([F:25])[c:5]([CH:8]([CH2:9][CH2:10][C:11]#[N:12])[c:13]2[cH:14][nH:15][c:16]3[c:17]([CH2:22][S:23]([CH3:24])=[O:29])[cH:18][cH:19][cH:20][c:21]23)[cH:6][cH:7]1. Reactants: C(C)(=O)C=1SC=CC1NC(=O)OC(C)(C)C (2-acetyl-3-t-butyloxycarbonylaminothiophene), CC(C[Mg]Br)C (2-methylpropylmagnesiumbromide), CC(CBr)C (2-methylpropylbromide), [Mg] (magnesium), [Cl-].[NH4+] (ammonium chloride). Solvent: O1CCCC1 (tetrahydrofuran), O1CCCC1 (tetrahydrofuran), O1CCCC1 (tetrahydrofuran). Reaction conditions: temperature 10 celsius, time 2 hour. The product is OC(CC(C)C)(C)C=1SC=CC1NC(=O)OC(C)(C)C (2-(1-hydroxy-1,3-dimethylbutyl)-3-t-butoxycarbonylaminothiophene). Yield: 98.0%. RXN SMILES: [CH3:1][CH:2](C)[CH2:3][Mg]Br.[CH3:7]C(C)CBr.[Mg].[C:13]([C:16]1[S:17][CH:18]=[CH:19][C:20]=1[NH:21][C:22]([O:24][C:25]([CH3:28])([CH3:27])[CH3:26])=[O:23])(=[O:15])[CH3:14].[Cl-].[NH4+]>O1CCCC1>[OH:15][C:13]([C:16]1[S:17][CH:18]=[CH:19][C:20]=1[NH:21][C:22]([O:24][C:25]([CH3:28])([CH3:27])[CH3:26])=[O:23])([CH3:7])[CH2:14][CH:2]([CH3:3])[CH3:1] |f:4.5|. Procedure details: A tetrahydrofuran solution of 2-methylpropylmagnesiumbromide prepared from 2.9 g of 2-methylpropylbromide, 0.47 g of magnesium and 20 ml of tetrahydrofuran was cooled to 10° C., a solution containing 1 g of 2-acetyl-3-t-butyloxycarbonylaminothiophene in 10 ml of tetrahydrofuran was dropwise added at 15° C. or less, and the mixture was stirred at room temperature for 2 hours. Thereafter a saturated aqueous ammonium chloride solution was dropwise added under cooling. The reaction mixture was extra... Reactants: FC1=CC2=C(C(=NO2)C2CCN(CC2)CCN2C(N(CC2)C2=CC=CC=C2)=O)C=C1 (1-{2-[4-(6-Fluoro-1,2-benzisoxazol-3-yl)piperid-1-yl]ethyl}-3-phenylimidazolidin-2-one), C(C)(C)(C)N=C=O (tert-butyl isocyanate), Cl (hydrochloride). Product: FC1=CC2=C(C(=NO2)C2CCN(CC2)CCN2C(N(CC2)C(C)(C)C)=O)C=C1 (1-{2-[4-(6-Fluoro-1,2-benzisoxazol-3-yl)piperid-1-yl]ethyl}-3-tert-butylimidazolidin-2-one). As a reaction SMILES: [F:1][C:2]1[CH:30]=[CH:29][C:5]2[C:6]([CH:9]3[CH2:14][CH2:13][N:12]([CH2:15][CH2:16][N:17]4[CH2:21][CH2:20][N:19]([C:22]5[CH:27]=CC=C[CH:23]=5)[C:18]4=[O:28])[CH2:11][CH2:10]3)=[N:7][O:8][C:4]=2[CH:3]=1.[C:31](N=C=O)(C)(C)C.Cl>>[F:1][C:2]1[CH:30]=[CH:29][C:5]2[C:6]([CH:9]3[CH2:10][CH2:11][N:12]([CH2:15][CH2:16][N:17]4[CH2:21][CH2:20][N:19]([C:22]([CH3:31])([CH3:23])[CH3:27])[C:18]4=[O:28])[CH2:13][CH2:14]3)=[N:7][O:8][C:4]=2[CH:3]=1. Procedure details: This product is obtained in the same manner as the compound of Example 5, but with replacement of the phenyl isocyanate by tert-butyl isocyanate in Step 1 of the synthesis. The hydrochloride of the title compound melts at 205°-208° C. Reactants: C1(=CC=CC=C1)C1C(C1)C(C(C(=O)OCC)=CC1=CC(=CC=C1)[N+](=O)[O-])=O (ethyl 3-(2-phenyl-1-cyclopropyl)-2-(m-nitrophenylmethylen)-3-oxo-propanoate), C(C)OC(\C=C(\C)/N)=O (ethyl-3-aminocrotonate), Cl (HCl). The solvent is CCO (EtOH). Run at temperature 0 celsius, time 30 minute. Product: C1(=CC=CC=C1)C1C(C1)C=1NC(=C(C(C1C(=O)OCC)C1=CC(=CC=C1)[N+](=O)[O-])C(=O)OCC)C (2-(2-phenyl-1-cyclopropyl)-3,5-dicarboethoxy-4-(m-nitrophenyl)-6-methyl-1,4-dihydropyridine). Isolated yield 67.8%. As a reaction SMILES: [C:1]1([CH:7]2[CH2:9][CH:8]2[C:10](=O)[C:11](=[CH:17][C:18]2[CH:23]=[CH:22][CH:21]=[C:20]([N+:24]([O-:26])=[O:25])[CH:19]=2)[C:12]([O:14][CH2:15][CH3:16])=[O:13])[CH:6]=[CH:5][CH:4]=[CH:3][CH:2]=1.[CH2:28]([O:30][C:31](=[O:36])/[CH:32]=[C:33](\[NH2:35])/[CH3:34])[CH3:29].Cl>CCO>[C:1]1([CH:7]2[CH2:9][CH:8]2[C:10]2[NH:35][C:33]([CH3:34])=[C:32]([C:31]([O:30][CH2:28][CH3:29])=[O:36])[CH:17]([C:18]3[CH:23]=[CH:22][CH:21]=[C:20]([N+:24]([O-:26])=[O:25])[CH:19]=3)[C:11]=2[C:12]([O:14][CH2:15][CH3:16])=[O:13])[CH:6]=[CH:5][CH:4]=[CH:3][CH:2]=1. Reported procedure: A solution of ethyl 3-(2-phenyl-1-cyclopropyl)-2-(m-nitrophenylmethylen)-3-oxo-propanoate (5 g) and ethyl-3-aminocrotonate (1.6 g) in EtOH (50 ml) is heated to the reflux temperature for 4 hours, then it is cooled at 0° C., acidified with concentrated aqueous HCl (0.2 ml) and stirred at 0° C. for 30 minutes. After neutralization with a few drops of a saturated Na2HPO4 water solution, the mixture is evaporated and the residue is dissolved in AcOEt (60 ml), washed with water (3×10 ml), dried on Na... Starting materials: C1(CCCCC1)N1C(=NC2=C1C=C(C=C2)OCCCCCC(=O)OC)C2=CC=CC=C2 (1-Cyclohexyl-6-[(5-(methoxycarbonyl)pentyl)oxy]-2-phenyl-benzimidazole), C(CC(C)C)N (isoamylamine). Product: C1(CCCCC1)N1C(=NC2=C1C=C(C=C2)OCCCCCC(=O)NCCC(C)C)C2=CC=CC=C2 (1-Cyclohexyl-6-[(5-((3-methyl-butyl)aminocarbonyl)pentyl)oxy]-2-phenyl-benzimidazole). RXN SMILES: [CH:1]1([N:7]2[C:11]3[CH:12]=[C:13]([O:16][CH2:17][CH2:18][CH2:19][CH2:20][CH2:21][C:22](OC)=[O:23])[CH:14]=[CH:15][C:10]=3[N:9]=[C:8]2[C:26]2[CH:31]=[CH:30][CH:29]=[CH:28][CH:27]=2)[CH2:6][CH2:5][CH2:4][CH2:3][CH2:2]1.[CH2:32]([NH2:37])[CH2:33][CH:34]([CH3:36])[CH3:35]>>[CH:1]1([N:7]2[C:11]3[CH:12]=[C:13]([O:16][CH2:17][CH2:18][CH2:19][CH2:20][CH2:21][C:22]([NH:37][CH2:32][CH2:33][CH:34]([CH3:36])[CH3:35])=[O:23])[CH:14]=[CH:15][C:10]=3[N:9]=[C:8]2[C:26]2[CH:31]=[CH:30][CH:29]=[CH:28][CH:27]=2)[CH2:2][CH2:3][CH2:4][CH2:5][CH2:6]1. Procedure: 1-Cyclohexyl-6-[(5-(methoxycarbonyl)pentyl)oxy]-2-phenyl-benzimidazole is reacted according to general operating instructions 7 with isoamylamine. 1-Cyclohexyl-6-[(5-((3-methyl-butyl)aminocarbonyl)pentyl)oxy]-2-phenyl-benzimidazole is obtained as a solid. Reaction SMILES: [NH2:1][C:2]([NH2:4])=[O:3].C=O.[C:7]([OH:11])(=[O:10])[CH:8]=[O:9]>>[NH2:1][C:2]([NH2:4])=[O:3].[CH2:8]=[O:9].[C:7]([OH:11])(=[O:10])[CH:8]=[O:9] |f:3.4.5|. Procedure details: in a first stage condensing urea and formaldehyde in an aqueous solution in the presence of glyoxylic acid at a pH between two and five at a temperature of 20° C to 100° C and with a molar ratio of urea/formaldehyde/glyoxylic acid of substantially 1 : 2 to 10 : 0.03 to 0.6 to produce a precondensate; and Product: NC(=O)N.C=O.C(C=O)(=O)O (urea formaldehyde glyoxylic acid). Starting materials: NC(=O)N (urea), C=O (formaldehyde), C(C=O)(=O)O (glyoxylic acid). Reactants: COC=1C=C(C=C(C1)C(CCCCCC)(C)C)N1C(CCC1)CC(=O)O (2-[1-[3-methoxy-5-(1,1-dimethylheptyl)-phenyl]pyrrolidin-2-yl]acetic acid), CC(C1=CC=CC=C1)N (alpha-methylbenzylamine). The product is COC1=C2C(CC3N(C2=CC(=C1)C(CCCCCC)(C)C)CCC3)=O (6-methoxy-8-(1,1-dimethylheptyl)-2,3,3a,4-tetrahydro-1H-pyrrolo[1,2-a]quinolin-5-one). RXN SMILES: [CH3:1][O:2][C:3]1[CH:4]=[C:5]([N:18]2[CH2:22][CH2:21][CH2:20][CH:19]2[CH2:23][C:24]([OH:26])=O)[CH:6]=[C:7]([C:9]([CH3:17])([CH3:16])[CH2:10][CH2:11][CH2:12][CH2:13][CH2:14][CH3:15])[CH:8]=1.CC(N)C1C=CC=CC=1>>[CH3:1][O:2][C:3]1[CH:8]=[C:7]([C:9]([CH3:17])([CH3:16])[CH2:10][CH2:11][CH2:12][CH2:13][CH2:14][CH3:15])[CH:6]=[C:5]2[C:4]=1[C:24](=[O:26])[CH2:23][CH:19]1[CH2:20][CH2:21][CH2:22][N:18]12. Reported procedure: The dl-2-[1-[3-methoxy-5-(1,1-dimethylheptyl)-phenyl]pyrrolidin-2-yl]acetic acid provided in Example 54, Part A is resolved into dextrorotatory and levorotatory isomers via the alpha-methylbenzylamine salt by the methods of Examples 18 and 19. The resolved isomeric acids are then cyclized to provide the d- and l-isomers of 6-methoxy-8-(1,1-dimethylheptyl)-2,3,3a,4-tetrahydro-1H-pyrrolo[1,2-a]quinolin-5-one. Cleavage of the methyl ether with hydrobromic acid/acetic acid by the procedure of Exampl... Reactants: [BH4-], COC(=O)C1C(C(=O)O)N(Cc2ccccc2)C(=O)N1Cc1ccccc1, CC(C)O, ClCCCl, Cl, [Na+]. The product is O=C1OCC2C1N(Cc1ccccc1)C(=O)N2Cc1ccccc1. RXN SMILES: [BH4-:28].[CH2:1]([c:2]1[cH:3][cH:4][cH:5][cH:6][cH:7]1)[N:8]1[C:9](=[O:27])[N:10]([CH2:20][c:21]2[cH:22][cH:23][cH:24][cH:25][cH:26]2)[CH:11]([C:17](=[O:18])[OH:19])[CH:12]1[C:13](=[O:14])[O:15][CH3:16].[CH:31]([OH:32])([CH3:33])[CH3:34].[Cl:35][CH2:36][CH2:37][Cl:38].[ClH:30].[Na+:29]>>[CH2:1]([c:2]1[cH:3][cH:4][cH:5][cH:6][cH:7]1)[N:8]1[C:9](=[O:27])[N:10]([CH2:20][c:21]2[cH:22][cH:23][cH:24][cH:25][cH:26]2)[CH:11]2[CH:12]1[C:13](=[O:14])[O:18][CH2:17]2.